Dataset: the Open Reaction Database (ORD), a public repository of structured organic reaction records. Task: describe an organic reaction: reactants, conditions, products, and yield The reactants are NC1=CC=CC=C1 (aniline), O1C(C(=O)O)C1C(=O)O.C[K] (monomethyl potassium epoxysuccinate), C(C(=O)Cl)(=O)Cl (oxalyl chloride). Solvent: C(C)OCC (ethyl ether), C(C)OCC (ethyl ether), C(C)OCC (ethyl ether). Product: C1(=CC=CC=C1)NC(C1C(C(=O)OC)O1)=O (methyl N-phenyl-2,3-epoxysuccinamate). The yield is 70.7%. As a reaction SMILES: [O:1]1[CH:6]([C:7]([OH:9])=[O:8])[CH:2]1[C:3]([OH:5])=O.C[K].[C:12](Cl)(=O)C(Cl)=O.[NH2:18][C:19]1[CH:24]=[CH:23][CH:22]=[CH:21][CH:20]=1>C(OCC)C>[C:19]1([NH:18][C:3](=[O:5])[CH:2]2[O:1][CH:6]2[C:7]([O:9][CH3:12])=[O:8])[CH:24]=[CH:23][CH:22]=[CH:21][CH:20]=1 |f:0.1|. Reported procedure: To a suspension of monomethyl potassium epoxysuccinate (1.0 g) in ethyl ether (30 ml), oxalyl chloride (0.75 g) in ethyl ether was added dropwise with stirring under ice-cooling and the mixture was stirred for an hour at room temperature. To the reaction mixture, aniline (1.02 g) in ethyl ether was added dropwise with stirring under ice-cooling, and the mixture was stirred for an additional hour at room temperature. The precipitate produced was filtered off and the filtrate was washed with a sat... The reactants are BrCCCc1ccccc1, CN(C)P(=O)(N(C)C)N(C)C, CCOC(=O)c1ccc(N)cc1, O. As a reaction SMILES: [Br:13][CH2:14][CH2:15][CH2:16][c:17]1[cH:18][cH:19][cH:20][cH:21][cH:22]1.[CH3:23][N:24]([P:25]([N:26]([CH3:27])[CH3:28])([N:29]([CH3:30])[CH3:31])=[O:32])[CH3:33].[NH2:1][c:2]1[cH:3][cH:4][c:5]([C:6](=[O:7])[O:8][CH2:9][CH3:10])[cH:11][cH:12]1.[OH2:34]>>[NH:1]([c:2]1[cH:3][cH:4][c:5]([C:6](=[O:7])[O:8][CH2:9][CH3:10])[cH:11][cH:12]1)[CH2:14][CH2:15][CH2:16][c:17]1[cH:18][cH:19][cH:20][cH:21][cH:22]1. The product is CCOC(=O)c1ccc(NCCCc2ccccc2)cc1. The reactants are C(C)OC(=O)C=1N(C(=C2C=C(C=CC12)Cl)C1=CC=CC=C1)CCNC(=O)OCC1=CC=CC=C1 (2-{2-[(benzyloxycarbonyl)amino]-ethyl}-5-chloro-3-phenylisoindole-1-carboxylic acid ethyl ester), Br (hydrobromic acid), CCOCC (ether). The solvent is C(C)(=O)O (acetic acid), C(C)(=O)O (acetic acid). Run at time 2 hour. The product is Br.C(C)OC(=O)C=1N(C(=C2C=C(C=CC12)Cl)C1=CC=CC=C1)CCN (2-(2-aminoethyl)-5-chloro-3-phenylisoindole-1-carboxylic acid ethyl ester hydrobromide). RXN SMILES: [CH2:1]([O:3][C:4]([C:6]1[N:7]([CH2:22][CH2:23][NH:24]C(OCC2C=CC=CC=2)=O)[C:8]([C:16]2[CH:21]=[CH:20][CH:19]=[CH:18][CH:17]=2)=[C:9]2[C:14]=1[CH:13]=[CH:12][C:11]([Cl:15])=[CH:10]2)=[O:5])[CH3:2].[BrH:35].CCOCC>C(O)(=O)C>[BrH:35].[CH2:1]([O:3][C:4]([C:6]1[N:7]([CH2:22][CH2:23][NH2:24])[C:8]([C:16]2[CH:21]=[CH:20][CH:19]=[CH:18][CH:17]=2)=[C:9]2[C:14]=1[CH:13]=[CH:12][C:11]([Cl:15])=[CH:10]2)=[O:5])[CH3:2] |f:4.5|. Procedure details: 4.8 G. of 2-{2-[(benzyloxycarbonyl)amino]-ethyl}-5-chloro-3-phenylisoindole-1-carboxylic acid ethyl ester are dissolved in 10 ml. of glacial acetic acid; 15 ml. of a solution of 33% hydrobromic acid in glacial acetic acid are added. The mixture is left to stand for 2 hours at room temperature with occasional shaking and then poured into 150 ml. of ether. The precipitated crystals are removed by filtration under suction and washed with ether. Recrystallization from ethanol yields 2-(2-aminoethyl)... Starting materials: CCOC(=O)c1ccoc1Cl, CCO, [Na+], [OH-]. The product is O=C(O)c1ccoc1Cl. As a reaction SMILES: [CH2:1]([CH3:2])[O:3][C:4](=[O:5])[c:6]1[c:7]([Cl:11])[o:8][cH:9][cH:10]1.[CH3:14][CH2:15][OH:16].[Na+:13].[OH-:12]>>[O:3]=[C:4]([OH:5])[c:6]1[c:7]([Cl:11])[o:8][cH:9][cH:10]1. Reactants: ( 4 ), ( 5 ), FC1=CC(=CC=2OC(COC21)COS(=O)(=O)C2=CC=C(C=C2)C)S(=O)(=O)C ([5-fluoro-7-(methylsulfonyl)-2,3-dihydro-1,4-benzodioxin-2-yl]methyl-4-methylbenzenesulfonate), C(C=C)N (prop-2-en-1-amine), ( 5 ). Solvent: C(C)#N (ACN). Reaction conditions: temperature 120 celsius. Product: FC1=CC(=CC=2OC(COC21)CNCC=C)S(=O)(=O)C (N-{[5-FLUORO-7-(METHYLSULFONYL)-2,3-DIHYDRO-1,4-BENZODIOXIN-2-YL]METHYL}PROP-2-EN-1-AMINE). Reaction SMILES: [F:1][C:2]1[C:11]2[O:10][CH2:9][CH:8]([CH2:12]OS(C3C=CC(C)=CC=3)(=O)=O)[O:7][C:6]=2[CH:5]=[C:4]([S:24]([CH3:27])(=[O:26])=[O:25])[CH:3]=1.[CH2:28]([NH2:31])[CH:29]=[CH2:30]>C(#N)C>[F:1][C:2]1[C:11]2[O:10][CH2:9][CH:8]([CH2:12][NH:31][CH2:28][CH:29]=[CH2:30])[O:7][C:6]=2[CH:5]=[C:4]([S:24]([CH3:27])(=[O:25])=[O:26])[CH:3]=1. Procedure: A mixture of [5-fluoro-7-(methylsulfonyl)-2,3-dihydro-1,4-benzodioxin-2-yl]methyl-4-methylbenzenesulfonate (0.005 g, 0.012 mmol), prop-2-en-1-amine (0.5 ml) and ACN (2.5 ml) was heated under microwave radiation at 120° C. for 20 min. MS m/z (rel. intensity, 70 eV) 301 (M+, 2), 71 (5) 70 (bp), 69 (4) 68 (5). Starting materials: CCOC(=O)C(NC(=O)OC(C)(C)C)C(=O)C1CCCCC1, CCOC(C)=O, NC(=O)C1=CN(C2OC(COP(=O)(O)OP(=O)(O)OCC3OC(n4cnc5c(N)ncnc54)C(O)C3O)C(O)C2O)C=CC1, O=P([O-])([O-])[O-]. The product is CCOC(=O)C(NC(=O)OC(C)(C)C)C(O)C1CCCCC1. Reaction SMILES: [C:1](=[O:2])([O:3][C:4]([CH3:5])([CH3:6])[CH3:7])[NH:8][CH:9]([C:10](=[O:11])[O:12][CH2:13][CH3:14])[C:15](=[O:16])[CH:17]1[CH2:18][CH2:19][CH2:20][CH2:21][CH2:22]1.[CH3:72][CH2:73][O:74][C:75](=[O:76])[CH3:77].[NH2:28][C:29]([C:30]1=[CH:70][N:34]([CH:35]2[CH:36]([OH:37])[CH:38]([OH:39])[CH:40]([CH2:41][O:42][P:43]([O:44][P:45]([O:46][CH2:47][CH:48]3[CH:49]([OH:50])[CH:51]([OH:52])[CH:53]([n:54]4[c:55]5[c:56]([c:57]([NH2:61])[n:58][cH:59][n:60]5)[n:62][cH:63]4)[O:64]3)(=[O:65])[OH:66])(=[O:67])[OH:68])[O:69]2)[CH:33]=[CH:32][CH2:31]1)=[O:71].[O-:23][P:24](=[O:25])([O-:26])[O-:27]>>[C:1](=[O:2])([O:3][C:4]([CH3:5])([CH3:6])[CH3:7])[NH:8][CH:9]([C:10](=[O:11])[O:12][CH2:13][CH3:14])[CH:15]([OH:16])[CH:17]1[CH2:18][CH2:19][CH2:20][CH2:21][CH2:22]1.